This data is from the Open Reaction Database (ORD), a public repository of structured organic reaction records. The task is: describe an organic reaction: reactants, conditions, products, and yield Yield: 94.9%. Run in C([O-])(O)=O.[Na+] (sodium bicarbonate), C(C)(=O)O (acetic acid), CC(=O)O (HOAc). The product is C(C)OC(C(CC(C)(C)C1=CC(=CC=2CCOC21)Br)(C(F)(F)F)O)=O (4-(5-bromo-2,3-dihydrobenzofuran-7-yl)-2-hydroxy-4-methyl-2-trifluoromethylpentanoic acid ethyl ester). Starting materials: BrBr (Br2), C(C)OC(C(CC(C)(C)C1=CC=CC=2CCOC21)(C(F)(F)F)O)=O (4-(2,3-dihydrobenzofuran-7-yl)-2-hydroxy-4-methyl-2-trifluoromethylpentanoic acid ethyl ester), BrBr (bromine). Reaction SMILES: [CH2:1]([O:3][C:4](=[O:24])[C:5]([OH:23])([C:19]([F:22])([F:21])[F:20])[CH2:6][C:7]([C:10]1[C:18]2[O:17][CH2:16][CH2:15][C:14]=2[CH:13]=[CH:12][CH:11]=1)([CH3:9])[CH3:8])[CH3:2].[Br:25]Br>C(O)(=O)C.C(=O)(O)[O-].[Na+]>[CH2:1]([O:3][C:4](=[O:24])[C:5]([OH:23])([C:19]([F:21])([F:22])[F:20])[CH2:6][C:7]([C:10]1[C:18]2[O:17][CH2:16][CH2:15][C:14]=2[CH:13]=[C:12]([Br:25])[CH:11]=1)([CH3:9])[CH3:8])[CH3:2] |f:3.4|. Procedure: To a solution of 10 g (29 mmol) of 4-(2,3-dihydrobenzofuran-7-yl)-2-hydroxy-4-methyl-2-trifluoromethylpentanoic acid ethyl ester in 20 mL of acetic acid (HOAc) was added dropwise a solution of 1.55 mL (30 mmol) of bromine in 10 nL of HOAc. The reaction was monitored by proton NMR. An additional 0.5 mL of Br2 was added. The mixture was diluted with saturated aqueous sodium bicarbonate and extracted with diethyl ether. The organic layer was dried over magnesium sulfate and concentrated in vacuo to... The reactants are CCN=C=S, ClCCCl, CCN(C(C)C)C(C)C, ClCCl, Cl, N#Cc1ccn2ncc(-c3ncc4[nH]c(=O)n(C5CCOCC5)c4n3)c2c1. Product: CCNc1nc2cnc(-c3cnn4ccc(C#N)cc34)nc2n1C1CCOCC1. As a reaction SMILES: [CH2:28]([CH3:29])[N:30]=[C:31]=[S:32].[CH2:33]([Cl:34])[CH2:35][Cl:36].[CH:38]([N:39]([CH2:40][CH3:41])[CH:42]([CH3:43])[CH3:44])([CH3:45])[CH3:46].[Cl:47][CH2:48][Cl:49].[ClH:37].[O:1]=[c:2]1[n:3]([CH:22]2[CH2:23][CH2:24][O:25][CH2:26][CH2:27]2)[c:4]2[n:5][c:6](-[c:11]3[cH:12][n:13][n:14]4[c:15]3[cH:16][c:17]([C:20]#[N:21])[cH:18][cH:19]4)[n:7][cH:8][c:9]2[nH:10]1>>[c:2]1([NH:30][CH2:28][CH3:29])[n:3]([CH:22]2[CH2:23][CH2:24][O:25][CH2:26][CH2:27]2)[c:4]2[n:5][c:6](-[c:11]3[cH:12][n:13][n:14]4[c:15]3[cH:16][c:17]([C:20]#[N:21])[cH:18][cH:19]4)[n:7][cH:8][c:9]2[n:10]1.